The task is: describe an organic reaction: reactants, conditions, products, and yield. This data is from the Open Reaction Database (ORD), a public repository of structured organic reaction records. Reactants: [OH-].[Na+] (sodium hydroxide), Cl (hydrochloric acid), FC(CO)(F)F (2,2,2-trifluoroethanol), C([O-])([O-])=O.[Cs+].[Cs+] (cesium carbonate), Cl.ClC=1C(=NC=C(C(=O)OCC)C1)CCl (ethyl 5-chloro-6-(chloromethyl)nicotinate hydrochloride). Run in C1CCOC1 (THF), O (water), CN(C)C=O (DMF). Reaction conditions: time 1 hour. Product: ClC=1C(=NC=C(C(=O)O)C1)COCC(F)(F)F (5-chloro-6-((2,2,2-trifluoroethoxy)methyl)nicotinic acid). Yield: 99.4%. As a reaction SMILES: [F:1][C:2]([F:6])([F:5])[CH2:3][OH:4].C(=O)([O-])[O-].[Cs+].[Cs+].Cl.[Cl:14][C:15]1[C:16]([CH2:26]Cl)=[N:17][CH:18]=[C:19]([CH:25]=1)[C:20]([O:22]CC)=[O:21].[OH-].[Na+].Cl>CN(C=O)C.C1COCC1.O>[Cl:14][C:15]1[C:16]([CH2:26][O:4][CH2:3][C:2]([F:6])([F:5])[F:1])=[N:17][CH:18]=[C:19]([CH:25]=1)[C:20]([OH:22])=[O:21] |f:1.2.3,4.5,6.7|. Procedure details: To a mixture of 2,2,2-trifluoroethanol (2.66 g, 26.6 mmol) and cesium carbonate (5.78 g, 17.7 mmol) in DMF (22 mL) is added ethyl 5-chloro-6-(chloromethyl)nicotinate hydrochloride (1.20 g, 4.44 mmol). After stirring at rt for 1 hour, 2 M aqueous sodium hydroxide solution (10 mL), water (20 mL), and THF (20 mL) are added to the mixture. After stirring at 60° C. for 2 hours, the mixture is acidified by 2 M hydrochloric acid (pH 4). The organic solvent is removed by evaporation, and the residual aq... Starting materials: COC(=O)c1c(O)c2cc(Cl)cn2n(Cc2ccc(-c3ccccc3)cc2)c1=O, C[O-], CC(N)C(=O)O, [Na+]. Yields the product CC(NC(=O)c1c(O)c2cc(Cl)cn2n(Cc2ccc(-c3ccccc3)cc2)c1=O)C(=O)O. RXN SMILES: [CH3:1][O:2][C:3](=[O:4])[c:5]1[c:6]([OH:29])[c:7]2[n:8]([n:9]([CH2:12][c:13]3[cH:14][cH:15][c:16](-[c:19]4[cH:20][cH:21][cH:22][cH:23][cH:24]4)[cH:17][cH:18]3)[c:10]1=[O:11])[cH:25][c:26]([Cl:28])[cH:27]2.[CH3:36][O-:37].[NH2:30][CH:31]([CH3:32])[C:33](=[O:34])[OH:35].[Na+:38]>>[C:3](=[O:4])([c:5]1[c:6]([OH:29])[c:7]2[n:8]([n:9]([CH2:12][c:13]3[cH:14][cH:15][c:16](-[c:19]4[cH:20][cH:21][cH:22][cH:23][cH:24]4)[cH:17][cH:18]3)[c:10]1=[O:11])[cH:25][c:26]([Cl:28])[cH:27]2)[NH:30][CH:31]([CH3:32])[C:33](=[O:34])[OH:35]. Product: ClC1=C(C=C(C(=C1)OC)[N+](=O)[O-])CO ((2-Chloro-4-methoxy-5-nitrophenyl)methanol). Reaction conditions: time 30 minute. Solvent: CO (MeOH). The reactants are ClC1=C(C=O)C=C(C(=C1)OC)[N+](=O)[O-] (2-chloro-4-methoxy-5-nitrobenzaldehyde), [BH4-].[Na+] (sodium borohydride). Reported procedure: To a solution of 2-chloro-4-methoxy-5-nitrobenzaldehyde (6.0 g, 29 mmol) in MeOH at 0° C. (50 mL), sodium borohydride (4.45 g, 117 mmol) was added in portions and the resulting mixture was stirred at RT for 30 min. The mixture was concentrated in vacuo. The residue was dissolved in ethyl acetate, washed with brine, dried over Na2SO4 and concentrated in vacuo. The residue was purified by flash column chromatography on silica gel (petroleum ether/ethyl acetate=10:1) to afford the desired product (... Reaction SMILES: [Cl:1][C:2]1[CH:9]=[C:8]([O:10][CH3:11])[C:7]([N+:12]([O-:14])=[O:13])=[CH:6][C:3]=1[CH:4]=[O:5].[BH4-].[Na+]>CO>[Cl:1][C:2]1[CH:9]=[C:8]([O:10][CH3:11])[C:7]([N+:12]([O-:14])=[O:13])=[CH:6][C:3]=1[CH2:4][OH:5] |f:1.2|. Yield: 79.2%. Starting materials: O=S(=O)(O)Cl, c1ccc(CCc2ccccc2)cc1. Yields the product O=S(=O)(O)c1ccc(CCc2ccccc2)cc1. Reaction SMILES: [Cl:15][S:16](=[O:17])(=[O:18])[OH:19].[c:1]1([CH2:7][CH2:8][c:9]2[cH:10][cH:11][cH:12][cH:13][cH:14]2)[cH:2][cH:3][cH:4][cH:5][cH:6]1>>[c:1]1([CH2:7][CH2:8][c:9]2[cH:10][cH:11][cH:12][cH:13][cH:14]2)[cH:2][cH:3][c:4]([S:16](=[O:17])(=[O:18])[OH:19])[cH:5][cH:6]1. Starting materials: C1(CCCCC1)N (Cyclohexylamine), C(C=C)(=O)OC (methyl acrylate). The solvent is C1CCOC1 (THF). Product: COC(CCNC1CCCCC1)=O (methyl3-(cyclohexylamino)propanoate). The yield is 73.5%. Reaction SMILES: [CH:1]1([NH2:7])[CH2:6][CH2:5][CH2:4][CH2:3][CH2:2]1.[C:8]([O:12][CH3:13])(=[O:11])[CH:9]=[CH2:10]>C1COCC1>[CH3:13][O:12][C:8](=[O:11])[CH2:9][CH2:10][NH:7][CH:1]1[CH2:6][CH2:5][CH2:4][CH2:3][CH2:2]1. Reported procedure: Cyclohexylamine (Aldrich; 17 g, 0.174 mol) was dissolved in THF (300 mL). To this was added methyl acrylate (Aldrich; 15 g, 0.174 mol) in one portion. The reaction mixture was stirred over the weekend. The solvent was evaporated with care due to the volatility of the product and the residue distilled at 72° C. at 0.30 mbar to yield the title compound as a clear oil (23.7 g, 74%). Starting materials: ClC1=C(C=O)C(=CC=C1Cl)Cl (2,3,6-trichlorobenzaldehyde), C[Mg+].[Br-].C(CCC)OCCCC (MeMgBr butyl ether). Run in C1CCOC1 (THF). Run at time 8 hour. Yields the product ClC1=C(C(=CC=C1Cl)Cl)C(C)O (1-(2,3,6-Trichlorophenyl)ethanol). As a reaction SMILES: [Cl:1][C:2]1[C:9]([Cl:10])=[CH:8][CH:7]=[C:6]([Cl:11])[C:3]=1[CH:4]=[O:5].C[Mg+].[Br-].[CH2:15](OCCCC)CCC>C1COCC1>[Cl:1][C:2]1[C:9]([Cl:10])=[CH:8][CH:7]=[C:6]([Cl:11])[C:3]=1[CH:4]([OH:5])[CH3:15] |f:1.2.3|. Reported procedure: General Procedure CC: To a solution of 2,3,6-trichlorobenzaldehyde (1.00 g, 4.77 mmol) in THF (10 mL) was added MeMgBr/butyl ether (1M, 5.72 mL, 5.72 mmol) at 0° C. under nitrogen, the resulting mixture was allowed to warm to rt and stirred overnight. The mixture was quenched with sat. aq. NH4Cl (15 mL) at 0° C., then diluted with Et2O (15 mL), the organic phase was washed with brine (20 mL), and dried over anhydrous sodium sulfate. The solvent was evaporated under reduced pressure. The material...